From a dataset of the Open Reaction Database (ORD), a public repository of structured organic reaction records. describe an organic reaction: reactants, conditions, products, and yield Starting materials: ClC1=C(COC=2C=CC=C3C=CC(=NC23)C)C(=CC=C1N(C(C(N1C(C=2C(C1=O)=CC=CC2)=O)C=C=O)=O)OCC)Cl (8-[2,6-dichloro-3-[N-ethoxy-carbonylmethyl-N-(phthalimidoacetyl)amino]benzyloxy]-2-methylquinoline), solution, CN (methylamine). The solvent is ClCCl (dichloromethane), CO (methanol). Reaction conditions: time 24 hour. Product: ClC1=C(COC=2C=CC=C3C=CC(=NC23)C)C(=CC=C1N1C(CNC(C1)=O)=O)Cl (8-[2,6-dichloro-3-(2,5-dioxopiperazin-1-yl)benzyloxy]-2-methylquinoline). Yield: 49.8%. As a reaction SMILES: [Cl:1][C:2]1[C:20]([N:21](OCC)[C:22](=[O:38])[CH:23](C=C=O)[N:24]2C(=O)C3=CC=CC=[C:26]3[C:25]2=[O:34])=[CH:19][CH:18]=[C:17]([Cl:42])[C:3]=1[CH2:4][O:5][C:6]1[CH:7]=[CH:8][CH:9]=[C:10]2[C:15]=1[N:14]=[C:13]([CH3:16])[CH:12]=[CH:11]2.CN>ClCCl.CO>[Cl:1][C:2]1[C:20]([N:21]2[CH2:26][C:25](=[O:34])[NH:24][CH2:23][C:22]2=[O:38])=[CH:19][CH:18]=[C:17]([Cl:42])[C:3]=1[CH2:4][O:5][C:6]1[CH:7]=[CH:8][CH:9]=[C:10]2[C:15]=1[N:14]=[C:13]([CH3:16])[CH:12]=[CH:11]2. Procedure: To the solution of 8-[2,6-dichloro-3-[N-ethoxy-carbonylmethyl-N-(phthalimidoacetyl)amino]benzyloxy]-2-methylquinoline (527 mg) in dichloromethane (5.3 ml) was added 30% solution of methylamine in methanol (2 ml) at ambient temperature. After stirring for 24 hours, the reaction mixture was evaporated in vacuo. The residue was, purified by flash column chromatography (silica gel 50 ml) eluting with dichloromethane/methanol (20/1, V/V) and by crystallizing from isopropyl ether to give 8-[2,6-dichlo...